This data is from the Open Reaction Database (ORD), a public repository of structured organic reaction records. The task is: describe an organic reaction: reactants, conditions, products, and yield Reactants: CC1=NC=CC=C1C=O (2-methyl-pyridine-3-carbaldehyde), N1C(=NC2=C1C=CC=C2)CN(CC2=CC=C(C=C2)CN)C2CCCC=1C=CC=NC21 (N′-(1H-benzimidazol-2-ylmethyl)-N′-(5,6,7,8-tetrahydro-8-quinolinyl)-1,4-benzenedimethanamine), CC(=O)O (AcOH), [BH-](OC(=O)C)(OC(=O)C)OC(=O)C.[Na+] (NaBH(OAc)3). The solvent is C1CCOC1 (THF). Reaction conditions: time 8 hour. The product is OC1=NC=CC=C1C=O (2-hydroxy-pyridine-3-carbaldehyde). Isolated yield 152.0%. As a reaction SMILES: C[C:2]1[C:7]([CH:8]=[O:9])=[CH:6][CH:5]=[CH:4][N:3]=1.N1C2C=CC=CC=2N=C1CN(C1C2N=CC=CC=2CCC1)CC1C=CC(CN)=CC=1.CC(O)=[O:42].[BH-](OC(C)=O)(OC(C)=O)OC(C)=O.[Na+]>C1COCC1>[OH:42][C:2]1[C:7]([CH:8]=[O:9])=[CH:6][CH:5]=[CH:4][N:3]=1 |f:3.4|. Procedure details: To a stirred solution of 2-methyl-pyridine-3-carbaldehyde (75 mg, 0.62 mmol), N′-(1H-benzimidazol-2-ylmethyl)-N′-(5,6,7,8-tetrahydro-8-quinolinyl)-1,4-benzenedimethanamine (246 mg, 0.62 mmol) and AcOH (40 μL, 0.62 mmol) in THF (6.2 mL) was added NaBH(OAc)3 (394 mg, 1.86 mmol) and the mixture was stirred at room temperature overnight. Purification of the crude white foam (280 mg) by column chromatography on silica gel (200:3:1-CH2Cl2:MeOH:NH4OH) afforded the desired product (116 mg, 37%) as a col...